From a dataset of the Open Reaction Database (ORD), a public repository of structured organic reaction records. describe an organic reaction: reactants, conditions, products, and yield The reactants are COCCOc1ccc(C(c2ccccc2)N2CCNCC2)cc1, NC(=O)c1cc2c(OCC3CO3)cccc2[nH]1. The product is COCCOc1ccc(C(c2ccccc2)N2CCN(CC(O)COc3cccc4[nH]c(C(N)=O)cc34)CC2)cc1. RXN SMILES: [CH3:18][O:19][CH2:20][CH2:21][O:22][c:23]1[cH:24][cH:25][c:26]([CH:29]([N:30]2[CH2:31][CH2:32][NH:33][CH2:34][CH2:35]2)[c:36]2[cH:37][cH:38][cH:39][cH:40][cH:41]2)[cH:27][cH:28]1.[O:1]1[CH:2]([CH2:3][O:4][c:5]2[c:6]3[cH:7][c:8]([C:14](=[O:15])[NH2:16])[nH:9][c:10]3[cH:11][cH:12][cH:13]2)[CH2:17]1>>[OH:1][CH:2]([CH2:3][O:4][c:5]1[c:6]2[cH:7][c:8]([C:14](=[O:15])[NH2:16])[nH:9][c:10]2[cH:11][cH:12][cH:13]1)[CH2:17][N:33]1[CH2:32][CH2:31][N:30]([CH:29]([c:26]2[cH:25][cH:24][c:23]([O:22][CH2:21][CH2:20][O:19][CH3:18])[cH:28][cH:27]2)[c:36]2[cH:37][cH:38][cH:39][cH:40][cH:41]2)[CH2:35][CH2:34]1.